Task: describe an organic reaction: reactants, conditions, products, and yield. Dataset: the Open Reaction Database (ORD), a public repository of structured organic reaction records Reaction SMILES: [CH3:1][N:2]1[C:6]([CH2:7][C:8]([C:16]2[CH:21]=[CH:20][CH:19]=[CH:18][CH:17]=2)([C:10]2[CH:15]=[CH:14][CH:13]=[CH:12][CH:11]=2)O)=[N:5][N:4]=[N:3]1.OS([O-])(=O)=O.[K+]>>[C:16]1([C:8]([C:10]2[CH:11]=[CH:12][CH:13]=[CH:14][CH:15]=2)=[CH:7][C:6]2[N:2]([CH3:1])[N:3]=[N:4][N:5]=2)[CH:17]=[CH:18][CH:19]=[CH:20][CH:21]=1 |f:1.2|. Run at temperature 200 celsius. Procedure details: A mixture of 2(1-methyltetrazol-5-yl)-1,1-diphenylethanol (2.15 g; 7.68 mmole) and KHSO4 (300 mg) was heated at 200° C. for 20 minutes. The cooled mixture (50° C.) was triturated with CHCl3 (50 mL) and the organic solvent was decanted from the inorganic residue. Evaporation afforded the title compound as a cream solid (1.7 g; 85%); m.p.=147°-148° C. (crystallized from EtOAc-hexane). MS (CI): m/e=263 for (M+H)+ ; Yield: 84.4%. Starting materials: CN1N=NN=C1CC(O)(C1=CC=CC=C1)C1=CC=CC=C1 (2(1-methyltetrazol-5-yl)-1,1-diphenylethanol), OS(=O)(=O)[O-].[K+] (KHSO4). The product is C1(=CC=CC=C1)C(=CC1=NN=NN1C)C1=CC=CC=C1 (2,2-Diphenyl-1-(1-methyl-1H-tetrazol-5-yl)ethene). Reactants: O=C1C=C2CC[C@H]3[C@@H]4CC[C@@H]([C@@]4(C)CC[C@@H]3[C@]2(CC1)C)C(=O)NC1=C(C=CC=C1)C(F)(F)F ((17β)-3-oxo-N-(2-trifluoromethylphenyl)-androst-4-ene-17-carboxamide), C1(=C(C(=O)C(=C(C1=O)Cl)Cl)Cl)Cl (p-chloranil). Run in C(C)(C)(C)O (t-butanol). Product: O=C1C=C2C=C[C@H]3[C@@H]4CC[C@@H]([C@@]4(C)CC[C@@H]3[C@]2(CC1)C)C(=O)NC1=C(C=CC=C1)C(F)(F)F ((17β)-3-oxo-N-[2-(trifluoromethyl)phenyl]androsta-4,6-diene-17-carboxamide). Reaction SMILES: [O:1]=[C:2]1[CH2:19][CH2:18][C@@:17]2([CH3:20])[C:4]([CH2:5][CH2:6][C@@H:7]3[C@@H:16]2[CH2:15][CH2:14][C@@:12]2([CH3:13])[C@H:8]3[CH2:9][CH2:10][C@@H:11]2[C:21]([NH:23][C:24]2[CH:29]=[CH:28][CH:27]=[CH:26][C:25]=2[C:30]([F:33])([F:32])[F:31])=[O:22])=[CH:3]1.C1(Cl)C(=O)C(Cl)=C(Cl)C(=O)C=1Cl>C(O)(C)(C)C>[O:1]=[C:2]1[CH2:19][CH2:18][C@@:17]2([CH3:20])[C:4]([CH:5]=[CH:6][C@@H:7]3[C@@H:16]2[CH2:15][CH2:14][C@@:12]2([CH3:13])[C@H:8]3[CH2:9][CH2:10][C@@H:11]2[C:21]([NH:23][C:24]2[CH:29]=[CH:28][CH:27]=[CH:26][C:25]=2[C:30]([F:31])([F:32])[F:33])=[O:22])=[CH:3]1. Procedure details: A mixture of (17β)-3-oxo-N-[2-(trifluoromethyl)phenyl]androst-4-ene-17-carboxamide (2-1) (3.74 g, 8.14 mmol) and p-chloranil (2.40 g, 9.77 mmol) in t-butanol (40 mL) under N2 was heated to reflux for 90 min. The reaction was concentrated and the residue dissolved in EtOAc and washed with 0.5 N NaOH solution (2×60 mL), 10% KHSO4 solution, and brine. Upon removal of the solvent, the residue was purified by flash chromatography on silica gel (0 to 35% EtOAc-hexanes) to afford 5-2 as a brownish foam... The reactants are CC(C(C(C(C)(C)C)=O)=O)CCC (tetramethyl heptanedione), C([O-])([O-])=O.[Cs+].[Cs+] (cesium carbonate), BrC1=CC=C(C=C1)S (4-bromothiophenol), ClC1=C(C=CC=C1)I (2-chloro-iodobenzene). Reagents/catalysts: [Cu]Cl (Copper(I) chloride). The solvent is hexanes, CN1C(CCC1)=O (N-Methyl-2-pyrrolidone), C(C)(=O)OCC (ethyl acetate). Reaction conditions: temperature 130 celsius, time 2 hour. The product is BrC1=CC=C(C=C1)SC1=C(C=CC=C1)Cl (1-bromo-4-(2-chlorophenylsulfanyl)-benzene). Isolated yield 55.6%. RXN SMILES: [Br:1][C:2]1[CH:7]=[CH:6][C:5]([SH:8])=[CH:4][CH:3]=1.[Cl:9][C:10]1[CH:15]=[CH:14][CH:13]=[CH:12][C:11]=1I.CC(CCC)C(=O)C(=O)C(C)(C)C.C(=O)([O-])[O-].[Cs+].[Cs+]>C(OCC)(=O)C.[Cu]Cl.CN1CCCC1=O>[Br:1][C:2]1[CH:7]=[CH:6][C:5]([S:8][C:11]2[CH:12]=[CH:13][CH:14]=[CH:15][C:10]=2[Cl:9])=[CH:4][CH:3]=1 |f:3.4.5|. Procedure details: N-Methyl-2-pyrrolidone (10 mL) was added to 4-bromothiophenol (0.500 g, 2.64 mmol) in a sealed tube and the mixture was purged with argon for 5 minutes. To this mixture was added 2-chloro-iodobenzene (0.63 g, 2.64 mmol). Copper(I) chloride (0.131 g, 1.32 mmol), tetramethyl heptanedione (0.14 mL, 0.66 mmol) and cesium carbonate (1.70 g, 5.22 mmol) were added. The reaction mixture was stirred at 130° C. under argon for 2 hours. The reaction mixture was cooled to room temperature, diluted with ethy... Starting materials: [H-].[Na+] (Sodium hydride), CC(C)(OC(=O)N[C@@H](CO)C(=O)O)C ((S)-N-(1,1-dimethylethoxy)carbonylserine), IC (iodomethane). The solvent is CN(C)C=O (DMF), CN(C)C=O (DMF), Cl (hydrochloric acid). Run at time 8 hour. Yields the product CC(C)(OC(=O)N[C@@H](COC)C(=O)O)C ((S)-N-(1,1-Dimethylethoxy)carbonyl-(O-methyl)serine). Isolated yield 70.1%. As a reaction SMILES: [H-].[Na+].[CH3:3][C:4]([CH3:16])([O:6][C:7]([NH:9][C@H:10]([C:13]([OH:15])=[O:14])[CH2:11][OH:12])=[O:8])[CH3:5].I[CH3:18]>CN(C=O)C.Cl>[CH3:5][C:4]([CH3:16])([O:6][C:7]([NH:9][C@H:10]([C:13]([OH:15])=[O:14])[CH2:11][O:12][CH3:18])=[O:8])[CH3:3] |f:0.1|. Procedure details: Sodium hydride (60% dispersion, 4.3 g, 0.107 mol) was added portionwise at 0° C. to a stirred solution of (S)-N-(1,1-dimethylethoxy)carbonylserine (10 g, 48.7 mmol) in anhydrous DMF (250 ml). A solution of iodomethane (6.1 ml, 0.1 mol) in anhydrous DMF (10 ml) was then added dropwise. The mixture was allowed to warm to RT and stirred overnight, then diluted with 1N hydrochloric acid to pH3 and the solution concentrated in vacuo to ca. 200 ml. The mixture was diluted with water (200 ml) and extra... Reactants: CSC1=NN=CC=2N1C=NC2 (4-(methylthio)-imidazo[1,5-d]-as-triazine), N1CCNCC1 (piperazine). Run in C1(=CC=CC=C1)C (toluene). The product is N1(CCNCC1)C1=NN=CC=2N1C=NC2 (4-(1-Piperazinyl)-imidazo[1,5-d]-as-triazine). Reaction SMILES: CS[C:3]1[N:8]2[CH:9]=[N:10][CH:11]=[C:7]2[CH:6]=[N:5][N:4]=1.[NH:12]1[CH2:17][CH2:16][NH:15][CH2:14][CH2:13]1>C1(C)C=CC=CC=1>[N:12]1([C:3]2[N:8]3[CH:9]=[N:10][CH:11]=[C:7]3[CH:6]=[N:5][N:4]=2)[CH2:17][CH2:16][NH:15][CH2:14][CH2:13]1. Reported procedure: A mixture of 6.5 gm. of 4-(methylthio)-imidazo[1,5-d]-as-triazine, 17.2 gm. of anhydrous piperazine and 120 ml. of toluene is reacted as described in Example 40 giving the desired product, m.p. 160°-165° C. Starting materials: CNC, COc1ccc(-c2nc(-c3cccc(C=O)c3)n(C(F)F)n2)cc1. The product is COc1ccc(-c2nc(-c3cccc(CN(C)C)c3)n(C(F)F)n2)cc1. Reaction SMILES: [CH3:25][NH:26][CH3:27].[F:1][CH:2]([n:3]1[n:4][c:5](-[c:16]2[cH:17][cH:18][c:19]([O:22][CH3:23])[cH:20][cH:21]2)[n:6][c:7]1-[c:8]1[cH:9][c:10]([CH:11]=[O:12])[cH:13][cH:14][cH:15]1)[F:24]>>[F:1][CH:2]([n:3]1[n:4][c:5](-[c:16]2[cH:17][cH:18][c:19]([O:22][CH3:23])[cH:20][cH:21]2)[n:6][c:7]1-[c:8]1[cH:9][c:10]([CH2:11][N:26]([CH3:25])[CH3:27])[cH:13][cH:14][cH:15]1)[F:24].